describe an organic reaction: reactants, conditions, products, and yield From a dataset of the Open Reaction Database (ORD), a public repository of structured organic reaction records. Starting materials: ClC=1C=C(C=C(C1)Cl)N1C(N([C@]2(C1=O)CNC[C@H]2C2=CC=C(C#N)C=C2)C)=O (4-[(5S*,9R*)-3-(3,5-Dichlorophenyl)-1-methyl-2,4-dioxo-1,3,7-triazaspiro[4.4]non-9-yl]-benzonitrile), TEA, ClCC(=O)Cl (chloroacetyl chloride), intermediate, CCN(C(C)C)C(C)C (DIEA), C(C1=CC=CC=C1)N (benzylamine). Reagents/catalysts: CN(C)C=1C=CN=CC1 (DMAP). Solvent: C1CCOC1 (THF), C1CCOC1 (THF). Run at time 15 minute. The product is C(C1=CC=CC=C1)NCC(=O)N1C[C@]2(C(N(C(N2C)=O)C2=CC(=CC(=C2)Cl)Cl)=O)[C@@H](C1)C1=CC=C(C#N)C=C1 (4-[(5S*,9R*)-7-(2-Benzylamino-acetyl)-3-(3,5-dichloro-phenyl)-1-methyl-2,4-dioxo-1,3,7-triaza-spiro[4.4]non-9-yl]-benzonitrile). Isolated yield 16.6%. Reaction SMILES: [Cl:1][C:2]1[CH:3]=[C:4]([N:9]2[C:13](=[O:14])[C@@:12]3([C@H:18]([C:19]4[CH:26]=[CH:25][C:22]([C:23]#[N:24])=[CH:21][CH:20]=4)[CH2:17][NH:16][CH2:15]3)[N:11]([CH3:27])[C:10]2=[O:28])[CH:5]=[C:6]([Cl:8])[CH:7]=1.Cl[CH2:30][C:31](Cl)=[O:32].CCN(C(C)C)C(C)C.[CH2:43]([NH2:50])[C:44]1[CH:49]=[CH:48][CH:47]=[CH:46][CH:45]=1>C1COCC1.CN(C1C=CN=CC=1)C>[CH2:43]([NH:50][CH2:30][C:31]([N:16]1[CH2:17][C@@H:18]([C:19]2[CH:20]=[CH:21][C:22]([C:23]#[N:24])=[CH:25][CH:26]=2)[C@:12]2([N:11]([CH3:27])[C:10](=[O:28])[N:9]([C:4]3[CH:5]=[C:6]([Cl:8])[CH:7]=[C:2]([Cl:1])[CH:3]=3)[C:13]2=[O:14])[CH2:15]1)=[O:32])[C:44]1[CH:49]=[CH:48][CH:47]=[CH:46][CH:45]=1. Procedure: To a solution of Example 15 (41.5 mg, 0.1 mmol) in 1 ml THF, were added TEA (0.0194 ml, 0.14 mmol) and chloroacetyl chloride (0.0095 ml, 0.12 mmol). After 15 min. at RT, the reaction mixture was evaporated to dryness to yield 47.8 mg of crude intermediate. To this intermediate (37.7 mg, 0.077 mmol) in 1 ml THF, were added PS-DIEA (Argonaut, 21 mg, 0.06 mmol), benzylamine (4.9 μl, 0.045 mmol) and PS-DMAP (Argonaut, 20 mg, 0.06 mmol). The reaction mixture was stirred for 24 h at RT before evaporat... Reactants: ClCC1CN(CCO1)CC1=CC=CC=C1 (2-chloromethyl-4-benzyl morpholine), NC (NH2Me). Solvent: solution, CCO (EtOH). Reaction conditions: temperature 110 celsius. Product: CNCC1CN(CCO1)CC1=CC=CC=C1 (2-(methylamino)methyl-4-benzyl Morpholine). As a reaction SMILES: Cl[CH2:2][CH:3]1[O:8][CH2:7][CH2:6][N:5]([CH2:9][C:10]2[CH:15]=[CH:14][CH:13]=[CH:12][CH:11]=2)[CH2:4]1.[NH2:16][CH3:17]>CCO>[CH3:17][NH:16][CH2:2][CH:3]1[O:8][CH2:7][CH2:6][N:5]([CH2:9][C:10]2[CH:15]=[CH:14][CH:13]=[CH:12][CH:11]=2)[CH2:4]1. Reported procedure: Commercially available 2-chloromethyl-4-benzyl morpholine was dissolved in an 8 M solution of NH2Me in EtOH and heated in a glass pressure vessel at 110° C. overnight. The solvent was removed in vacuo, and the compound was used in the next step without further purification. LC/MS m/z: 221.2 (MH+), Rt 0.55 minutes. Reactants: NC1=CC=C(C=C1)C (p-toluidine), [N+](=O)([O-])C1=C(C=O)C=CC=C1 (2-nitrobenzaldehyde). The solvent is C(C)O (ethanol). The product is CC1=CC=C(N=CC2=C(C=CC=C2)[N+](=O)[O-])C=C1 (4-methyl-N-(2-nitrobenzylidene)aniline). Isolated yield 77.2%. Reaction SMILES: [NH2:1][C:2]1[CH:7]=[CH:6][C:5]([CH3:8])=[CH:4][CH:3]=1.[N+:9]([C:12]1[CH:19]=[CH:18][CH:17]=[CH:16][C:13]=1[CH:14]=O)([O-:11])=[O:10]>C(O)C>[CH3:8][C:5]1[CH:6]=[CH:7][C:2]([N:1]=[CH:14][C:13]2[CH:16]=[CH:17][CH:18]=[CH:19][C:12]=2[N+:9]([O-:11])=[O:10])=[CH:3][CH:4]=1. Procedure: The mixture of p-toluidine (10 g) and 2-nitrobenzaldehyde (14.1 g) in anhydrous ethanol was heated to reflux for 3 h. The reaction mixture was cooled to room temperature. The solvent was removed under reduced pressure. The residue was washed with diethyl ether and petro ether to give 4-methyl-N-(2-nitrobenzylidene)aniline as yellow solid (17.3 g, yield 77.2%). LC/MS m/e obsd. (ESI+) [(M+H)+] 241.2. The reactants are C(Cl)(Cl)Cl (chloroform), CCCC[O-].[Na+] (sodium 1-butoxide), C(C)O (ethanol), ClC1=C(C#N)C(=CC=C1)F (2-chloro-6-fluorobenzonitrile). Solvent: O (water), C1CCOC1 (THF). Run at time 30 minute. The product is ClC1=C(C#N)C(=CC=C1)OCC (2-chloro-6-ethoxybenzonitrile). Yield: 87.0%. As a reaction SMILES: CC[CH2:3][CH2:4][O-:5].[Na+].C(O)C.[Cl:10][C:11]1[CH:18]=[CH:17][CH:16]=[C:15](F)[C:12]=1[C:13]#[N:14].C(Cl)(Cl)Cl>C1COCC1.O>[Cl:10][C:11]1[CH:18]=[CH:17][CH:16]=[C:15]([O:5][CH2:4][CH3:3])[C:12]=1[C:13]#[N:14] |f:0.1|. Procedure details: To a solution of sodium 1-butoxide (65 g, 0.642 mol) in THF (1 L), at room temperature under a dry nitrogen atmosphere, ethanol (250 mL, 5.35 mol) was added over a 10 minute period. To the resulting solution, 2-chloro-6-fluorobenzonitrile (100 g, 0.642 mol) was added in portions. The reaction mixture was stirred at room temperature for 30 minutes and then reduced to a volume of approximately 250 mL under reduced pressure. The resulting mixture was poured into chloroform and water and the layers ...